Dataset: the Open Reaction Database (ORD), a public repository of structured organic reaction records. Task: describe an organic reaction: reactants, conditions, products, and yield Reactants: C1(CCCCC1)C=O (cyclohexanal), C(C1=CC=CC=C1)=O (benzaldehyde), C(C)(C)(C)N (tert-butylamine), amine. Yields the product secondary amines, C(C)(C)(C)NCC1CCCCC1 (tert-butylcyclohexylmethylamine), C(C1=CC=CC=C1)NC(C)(C)C (benzyl-tert-butylamine). RXN SMILES: [C:1]([NH2:5])([CH3:4])([CH3:3])[CH3:2].[CH:6]1([CH:12]=O)[CH2:11][CH2:10][CH2:9][CH2:8][CH2:7]1.[CH:14](=O)[C:15]1[CH:20]=[CH:19][CH:18]=[CH:17][CH:16]=1>>[C:1]([NH:5][CH2:12][CH:6]1[CH2:11][CH2:10][CH2:9][CH2:8][CH2:7]1)([CH3:4])([CH3:3])[CH3:2].[CH2:14]([NH:5][C:1]([CH3:4])([CH3:3])[CH3:2])[C:15]1[CH:20]=[CH:19][CH:18]=[CH:17][CH:16]=1. Procedure details: In an analogous manner to that in example 1c, except using 4.0% by weight of hydrogenation catalyst, based on the total amount of amine, 1 mol of tert-butylamine was reacted with cyclohexanal (example 3a) or benzaldehyde (example 3b) to give the corresponding secondary amines (tert-butylcyclohexylmethylamine and benzyl-tert-butylamine respectively) which were then analyzed by gas chromatography. For these reactions, yields of 87.3 area % (example 3a) and 14.2 area % (example 3b) of the correspon... Yields the product CC1(C)CCC(O)CC1C#N. RXN SMILES: [BH4-:12].[CH3:16][OH:17].[CH3:1][C:2]1([CH3:11])[CH:3]([C:9]#[N:10])[CH2:4][C:5](=[O:8])[CH2:6][CH2:7]1.[Cl-:14].[NH4+:15].[Na+:13]>>[CH3:1][C:2]1([CH3:11])[CH:3]([C:9]#[N:10])[CH2:4][CH:5]([OH:8])[CH2:6][CH2:7]1. Reactants: [BH4-], CO, CC1(C)CCC(=O)CC1C#N, [Cl-], [NH4+], [Na+]. Starting materials: C(C)OC=1C(C(C1OCC)=O)=O (3,4-diethoxy-3-cyclobutene-1,2-dione), ClC1=CC=C(C(=C1C(=O)N(C)C)O)[N+](=O)[O-] (6-chloro-2-hydroxy-N,N-dimethyl-3-nitrobenzamide), [H][H] (hydrogen). Reagents/catalysts: O.[Pt]=O (platinum oxide hydrate). Solvent: CO (methanol), CO (methanol). Reaction conditions: time 18 hour. Product: ClC1=CC=C(C(=C1C(=O)N(C)C)O)NC1=C(C(C1=O)=O)OCC (6-chloro-3-(2-ethoxy-3,4-dioxocyclobut-1-enylamino)-2-hydroxy-N,N-dimethylbenzamide). Yield: 53.5%. RXN SMILES: [Cl:1][C:2]1[C:7]([C:8]([N:10]([CH3:12])[CH3:11])=[O:9])=[C:6]([OH:13])[C:5]([N+:14]([O-])=O)=[CH:4][CH:3]=1.[H][H].[CH2:19]([O:21][C:22]1[C:23](=O)[C:24](=[O:29])[C:25]=1[O:26]CC)[CH3:20]>CO.O.[Pt]=O>[Cl:1][C:2]1[C:7]([C:8]([N:10]([CH3:12])[CH3:11])=[O:9])=[C:6]([OH:13])[C:5]([NH:14][C:23]2[C:24](=[O:29])[C:25](=[O:26])[C:22]=2[O:21][CH2:19][CH3:20])=[CH:4][CH:3]=1 |f:4.5|. Procedure details: A solution of 5.96 g (24.4 mmol, 1 eq) of 6-chloro-2-hydroxy-N,N-dimethyl-3-nitrobenzamide in 100 ml of methanol in the presence of 0.58 g of platinum oxide hydrate was stirred at hydrogen atmospheric pressure for 3 hours. The reaction medium was filtered through celite and the filtrate was concentrated. The solution obtained was added dropwise to 8.0 g (48.8 mmol, 2 eq) of 3,4-diethoxy-3-cyclobutene-1,2-dione in solution in 50 ml of methanol. The reaction medium was stirred at ambient temperatu... Reactants: COC(=O)C(C)Nc1ccc(Cl)c(Cl)c1, C=CCO. The product is C=CCOC(=O)C(C)Nc1ccc(Cl)c(Cl)c1. As a reaction SMILES: [CH3:1][O:2][C:3]([CH:4]([NH:5][c:6]1[cH:7][c:8]([Cl:13])[c:9]([Cl:12])[cH:10][cH:11]1)[CH3:14])=[O:15].[OH:16][CH2:17][CH:18]=[CH2:19]>>[CH2:1]([O:2][C:3]([CH:4]([NH:5][c:6]1[cH:7][c:8]([Cl:13])[c:9]([Cl:12])[cH:10][cH:11]1)[CH3:14])=[O:15])[CH:17]=[CH2:18].